This data is from the Open Reaction Database (ORD), a public repository of structured organic reaction records. The task is: describe an organic reaction: reactants, conditions, products, and yield Starting materials: CN1C(C2=C(C(=C1)C1=C(C=CC(=C1)[N+](=O)[O-])OC1=C(C=CC=C1)C(F)(F)F)C=CN2)=O (6-methyl-4-(5-nitro-2-(2-(trifluoromethyl)phenoxy)phenyl)-1H-pyrrolo[2,3-c]pyridin-7(6H)-one), CN1C(C2=C(C(=C1)C1=C(C=CC(=C1)[N+](=O)[O-])OC1=CC=CC=C1)C=CN2)=O (6-methyl-4-(5-nitro-2-phenoxyphenyl)-1,6-dihydro-7H-pyrrolo[2,3-c]pyridin-7-one). Product: NC=1C=CC(=C(C1)C=1C2=C(C(N(C1)C)=O)NC=C2)OC2=C(C=CC=C2)C(F)(F)F (4-(5-amino-2-(2-(trifluoromethyl)phenoxy)phenyl)-6-methyl-1H-pyrrolo[2,3-c]pyridin-7(6H)-one). Reaction SMILES: [CH3:1][N:2]1[CH:7]=[C:6]([C:8]2[CH:13]=[C:12]([N+:14]([O-])=O)[CH:11]=[CH:10][C:9]=2[O:17][C:18]2[CH:23]=[CH:22][CH:21]=[CH:20][C:19]=2[C:24]([F:27])([F:26])[F:25])[C:5]2[CH:28]=[CH:29][NH:30][C:4]=2[C:3]1=[O:31].CN1C=C(C2C=C([N+]([O-])=O)C=CC=2OC2C=CC=CC=2)C2C=CNC=2C1=O>>[NH2:14][C:12]1[CH:11]=[CH:10][C:9]([O:17][C:18]2[CH:23]=[CH:22][CH:21]=[CH:20][C:19]=2[C:24]([F:26])([F:27])[F:25])=[C:8]([C:6]2[C:5]3[CH:28]=[CH:29][NH:30][C:4]=3[C:3](=[O:31])[N:2]([CH3:1])[CH:7]=2)[CH:13]=1. Reported procedure: Example 32b was prepared according to the procedure used for the preparation of Example 3, substituting the product of Example 32a for the product of Example 2b, to provide the title compound. Reaction SMILES: CS(O[C:6]1[CH:16]=[C:15]([CH3:17])[CH:14]=[CH:13][C:7]=1[CH:8]([CH3:12])[C:9]([OH:11])=[O:10])(=O)=O.CO.[H][H]>[Pd].C(N(CC)CC)C>[CH3:17][C:15]1[CH:14]=[CH:13][C:7]([CH:8]([CH3:12])[C:9]([OH:11])=[O:10])=[CH:6][CH:16]=1. The reagents and catalysts are [Pd] (palladium on charcoal). Solvent: C(C)N(CC)CC (triethyl amine). The product is CC1=CC=C(C(C(=O)O)C)C=C1 (4-methylhydratropic acid). Procedure details: To a solution of 77.5 g. of 2-methane-sulphonyloxy-4-methyl-hydratropic acid in 600 ml. of methanol 84 ml. of triethyl amine and 6 g. of a 5% palladium on charcoal catalyst are obtained, and the mixture is hydrogenated at 25° C. until a calculated amount of hydrogen is used up. Catalyst is filtered off and the filtrate is evaporated. The residue is taken up in water and the solution is acidified with a 20% aqueous hydrochloric acid solution. The separated 4-methyl-hydratropic acid is extracted w... The reactants are CS(=O)(=O)OC1=C(C(C(=O)O)C)C=CC(=C1)C (2-methane-sulphonyloxy-4-methyl-hydratropic acid), CO (methanol), [H][H] (hydrogen). Starting materials: C(=O)(Cl)Cl (phosgene), C1(=CC=CC=C1)C (toluene), C(C=C)C1C(CC(C(C(OC(C2CCCCN2C(C(C2(C(CC(C(C(CC(CC(=C1)C)C)OC)O2)OC)C)O)=O)=O)=O)C(=CC2CC(C(CC2)O)OC)C)C)O)=O (17-Allyl-1,14-di-hydroxy-12-[2-(4-hydroxy-3-methoxy-cyclohexyl)-1-methyl-vinyl]-23,25-dimethoxy-13,19,21,27-tetramethyl-11,28-dioxa-4-aza-tricyclo[22.3.1.04,9]octacos-18-ene-2,3,10,16-tetraone). Run in C(C)#N (acetonitrile). Conditions: time 1.5 hour. Product: C[C@@H]1C[C@@H]([C@@H]2[C@H](C[C@H]([C@@](O2)(C(=O)C(=O)N3CCCC[C@H]3C(=O)O[C@@H]([C@@H]([C@H](CC(=O)[C@@H](/C=C(/C1)\C)CC=C)O)C)/C(=C/[C@@H]4CC[C@H]([C@@H](C4)OC)O)/C)O)C)OC)OC (FK506). RXN SMILES: [CH2:1]([CH:4]1[CH:30]=[C:29]([CH3:31])[CH2:28][CH:27]([CH3:32])[CH2:26][CH:25]([O:33][CH3:34])[CH:24]2[O:35][C:20]([OH:39])([CH:21]([CH3:38])[CH2:22][CH:23]2[O:36][CH3:37])[C:19](=[O:40])[C:18](=[O:41])[N:17]2[CH:12]([CH2:13][CH2:14][CH2:15][CH2:16]2)[C:11](=[O:42])[O:10][CH:9]([C:43]([CH3:54])=[CH:44][CH:45]2[CH2:50][CH2:49][CH:48]([OH:51])[CH:47]([O:52][CH3:53])[CH2:46]2)[CH:8]([CH3:55])[CH:7]([OH:56])[CH2:6][C:5]1=[O:57])[CH:2]=[CH2:3].C(Cl)(Cl)=O.C1(C)C=CC=CC=1>C(#N)C>[CH3:32][C@H:27]1[CH2:28][C:29]([CH3:31])=[CH:30][C@@H:4]([CH2:1][CH:2]=[CH2:3])[C:5](=[O:57])[CH2:6][C@H:7]([OH:56])[C@@H:8]([CH3:55])[C@@H:9](/[C:43](/[CH3:54])=[CH:44]/[C@H:45]2[CH2:46][C@@H:47]([O:52][CH3:53])[C@H:48]([OH:51])[CH2:49][CH2:50]2)[O:10][C:11](=[O:42])[C@H:12]2[N:17]([CH2:16][CH2:15][CH2:14][CH2:13]2)[C:18](=[O:41])[C:19](=[O:40])[C@:20]2([OH:39])[O:35][C@@H:24]([C@@H:23]([O:36][CH3:37])[CH2:22][C@H:21]2[CH3:38])[C@@H:25]([O:33][CH3:34])[CH2:26]1. Procedure details: 17-Allyl-1,14-di-hydroxy-12-[2-(4-hydroxy-3-methoxy-cyclohexyl)-1-methyl-vinyl]-23,25-dimethoxy-13,19,21,27-tetramethyl-11,28-dioxa-4-aza-tricyclo[22.3.1.04,9]octacos-18-ene-2,3,10,16-tetraone (FK506; 8.04 mg, 0.01 mmol) was dissolved in acetonitrile (CH3CN; 100 μl), a solution of phosgene (COCl2) in toluene (1.24 mmol/ml; 8 μl, 0.01 mmol) was added at room temperature, and this was followed by stirring for 1.5 hours. After the reaction solution was concentrated under reduced pressure, TOYO-Pear... Reactants: FCC#N (fluoroacetonitrile), [C-]#N.[Na+] (sodium cyanide), [Cl-].[NH4+] (ammonium chloride), ice, ClCCCCOCC1=CC=CC=C1 (1-chloro-4-benzyloxybutane), [Mg] (magnesium). Solvent: CCOCC (ether), O (water), CCOCC (ether). Conditions: temperature -40 celsius, time 30 minute. Yields the product Grignard reagent, FCC(C#N)(CCCCOCC1=CC=CC=C1)N (2-fluoromethyl-2-amino-6-benzyloxyhexanenitrile). Isolated yield 62.8%. RXN SMILES: Cl[CH2:2][CH2:3][CH2:4][CH2:5][O:6][CH2:7][C:8]1[CH:13]=[CH:12][CH:11]=[CH:10][CH:9]=1.[Mg].[F:15][CH2:16][C:17]#[N:18].[C-:19]#[N:20].[Na+].[Cl-].[NH4+]>CCOCC.O>[F:15][CH2:16][C:17]([NH2:18])([CH2:2][CH2:3][CH2:4][CH2:5][O:6][CH2:7][C:8]1[CH:13]=[CH:12][CH:11]=[CH:10][CH:9]=1)[C:19]#[N:20] |f:3.4,5.6|. Reported procedure: Under an atmosphere of nitrogen, the Grignard reagent is prepared from 1-chloro-4-benzyloxybutane (39.7 g, 0.2 mol), magnesium turnings (10 g, 0.4 mol), and dry ether (400 ml). The Grignard solution is separated from the excess of magnesium, transferred to a 2 l flask, and cooled to -40° C. A solution of fluoroacetonitrile (10.6 g, 0.18 mol) in ether (100 ml) is added slowly, the temperature being maintained between -40° and -30° C. Stirring is continued for 30 minutes more at this temperature. ... Reactants: O, O, [Pt], CC(O)C=Cc1ccccc1. The product is CC(=O)C=Cc1ccccc1. RXN SMILES: [O:1].[OH2:14].[Pt:13].[c:2]1([CH:8]=[CH:9][CH:10]([CH3:11])[OH:12])[cH:3][cH:4][cH:5][cH:6][cH:7]1>>[c:2]1([CH:8]=[CH:9][C:10]([CH3:11])=[O:12])[cH:3][cH:4][cH:5][cH:6][cH:7]1. Starting materials: compound 5, CC=1N=C(NC1)CCC#N (3-(4-methyl-1H-imidazol-2-yl)propanenitrile), CC=1N=C(NC1)CCC#N (3-(4-methyl-1H-imidazol-2-yl)propanenitrile), Cl.FC1(CNC1)C1=CC=C(C#N)C=C1 (4-(3-Fluoroazetidin-3-yl)benzonitrile hydrochloride), CC1=C(C(=O)OC)C=C(C(=C1)C)B1OC(C(O1)(C)C)(C)C (methyl 2,4-dimethyl-5-(4,4,5,5-tetramethyl-1,3,2-dioxaborolan-2-yl)benzoate), Cl.FC1(CNC1)C1=CC=C(C#N)C=C1 (4-(3-Fluoroazetidin-3-yl)benzonitrile hydrochloride), CC1=C(C(=O)OC)C=C(C(=C1)C)B1OC(C(O1)(C)C)(C)C (methyl 2,4-dimethyl-5-(4,4,5,5-tetramethyl-1,3,2-dioxaborolan-2-yl)benzoate), Cl.N1CC(C1)C1=CC=C(C#N)C=C1 (4-(azetidin-3-yl)benzonitrile hydrochloride), CC1=C(C=C(C(=O)OC)C=C1)B1OC(C(O1)(C)C)(C)C (Methyl 4-methyl-3-(4,4,5,5-tetramethyl-1,3,2-dioxaborolan-2-yl)benzoate). Product: C(#N)CCC=1NC(=C(N1)C)C=1C(=CC(=C(C(=O)N2CC(C2)(F)C2=CC=C(C#N)C=C2)C1)C)C (4-(1-(5-(2-(2-Cyanoethyl)-4-methyl-1H-imidazol-5-yl)-2,4-dimethylbenzoyl)-3-fluoroazetidin-3-yl)benzonitrile). Reaction SMILES: [CH3:1][C:2]1[N:3]=[C:4]([CH2:7][CH2:8][C:9]#[N:10])[NH:5][CH:6]=1.[CH3:11][C:12]1[CH:21]=[C:20]([CH3:22])[C:19](B2OC(C)(C)C(C)(C)O2)=[CH:18][C:13]=1[C:14]([O:16]C)=O.CC1C=CC(C(OC)=O)=CC=1B1OC(C)(C)C(C)(C)O1.Cl.[F:53][C:54]1([C:58]2[CH:65]=[CH:64][C:61]([C:62]#[N:63])=[CH:60][CH:59]=2)[CH2:57][NH:56][CH2:55]1.Cl.N1CC(C2C=CC(C#N)=CC=2)C1>>[C:9]([CH2:8][CH2:7][C:4]1[NH:5][C:6]([C:19]2[C:20]([CH3:22])=[CH:21][C:12]([CH3:11])=[C:13]([CH:18]=2)[C:14]([N:56]2[CH2:55][C:54]([C:58]3[CH:59]=[CH:60][C:61]([C:62]#[N:63])=[CH:64][CH:65]=3)([F:53])[CH2:57]2)=[O:16])=[C:2]([CH3:1])[N:3]=1)#[N:10] |f:3.4,5.6|. Procedure details: The title compound was prepared using standard chemical manipulations and procedures similar to those used for the preparation of compound 5, except 3-(4-methyl-1H-imidazol-2-yl)propanenitrile (compound 232.4) was used in place of 2,4-dimethyl-1H-imidazole, methyl 2,4-dimethyl-5-(4,4,5,5-tetramethyl-1,3,2-dioxaborolan-2-yl)benzoate (compound 160.1) was used in place of methyl 4-methyl-3-(4,4,5,5-tetramethyl-1,3,2-dioxaborolan-2-yl)benzoate (compound 5.4), and 4-(3-fluoroazetidin-3-yl)benzonitril... Starting materials: C1CCOC1, COc1cc2cc(C(=O)N3CC(COS(C)(=O)=O)c4c3cc([N+](=O)[O-])c3ccccc43)[nH]c2c(OC)c1OC. Yields the product COc1cc2cc(C(=O)N3CC(COS(C)(=O)=O)c4c3cc(N)c3ccccc43)[nH]c2c(OC)c1OC. As a reaction SMILES: [CH2:40]1[O:41][CH2:42][CH2:43][CH2:44]1.[CH3:1][S:2](=[O:3])(=[O:4])[O:5][CH2:6][CH:7]1[CH2:8][N:9]([C:23](=[O:24])[c:25]2[nH:26][c:27]3[c:28]([O:38][CH3:39])[c:29]([O:36][CH3:37])[c:30]([O:34][CH3:35])[cH:31][c:32]3[cH:33]2)[c:10]2[cH:11][c:12]([N+:20]([O-:21])=[O:22])[c:13]3[c:14]([c:15]21)[cH:16][cH:17][cH:18][cH:19]3>>[CH3:1][S:2](=[O:3])(=[O:4])[O:5][CH2:6][CH:7]1[CH2:8][N:9]([C:23](=[O:24])[c:25]2[nH:26][c:27]3[c:28]([O:38][CH3:39])[c:29]([O:36][CH3:37])[c:30]([O:34][CH3:35])[cH:31][c:32]3[cH:33]2)[c:10]2[cH:11][c:12]([NH2:20])[c:13]3[c:14]([c:15]21)[cH:16][cH:17][cH:18][cH:19]3.